This data is from the Open Reaction Database (ORD), a public repository of structured organic reaction records. The task is: describe an organic reaction: reactants, conditions, products, and yield The reactants are C1(C=2C(C(N1)=O)=CC=CC2)=O.[K] (Potassium phthalimide), BrCCCCCCCC(CCCC)Br (1,8-dibromododecane). Run in CN(C=O)C (dimethylformamide). Yields the product BrCCCCCCCCCCCCC1=C2C(C(=O)NC2=O)=CC=C1 (12-bromododecylphthalimide). Reaction SMILES: [C:1]1(=[O:11])[NH:5][C:4](=[O:6])[C:3]2=[CH:7][CH:8]=[CH:9][CH:10]=[C:2]12.[K].[Br:13][CH2:14][CH2:15][CH2:16][CH2:17][CH2:18][CH2:19][CH2:20][CH:21](Br)[CH2:22][CH2:23][CH2:24][CH3:25]>CN(C)C=O>[Br:13][CH2:14][CH2:15][CH2:16][CH2:17][CH2:18][CH2:19][CH2:20][CH2:21][CH2:22][CH2:23][CH2:24][CH2:25][C:10]1[CH:9]=[CH:8][CH:7]=[C:3]2[C:4]([NH:5][C:1](=[O:11])[C:2]=12)=[O:6] |f:0.1,^1:11|. Procedure: Potassium phthalimide (1 g; 5.4 mmoles) was added to a solution of 1,8-dibromododecane (5.31 g; 16.2 mmoles) in dimethylformamide (8 ml) and heated to 80° C. approx. under stirring. Reaction times and process as per Example 4. Starting materials: CCOC(=O)C1(NC(=O)c2ccc(F)c3ccccc23)Cc2ccccc2C1, CCO, [K+], [OH-], O. Product: O=C(NC1(C(=O)O)Cc2ccccc2C1)c1ccc(F)c2ccccc12. As a reaction SMILES: [CH2:1]([CH3:2])[O:3][C:4](=[O:5])[C:6]1([NH:15][C:16](=[O:17])[c:18]2[cH:19][cH:20][c:21]([F:28])[c:22]3[cH:23][cH:24][cH:25][cH:26][c:27]23)[CH2:7][c:8]2[cH:9][cH:10][cH:11][cH:12][c:13]2[CH2:14]1.[CH3:32][CH2:33][OH:34].[K+:30].[OH-:29].[OH2:31]>>[O:3]=[C:4]([OH:5])[C:6]1([NH:15][C:16](=[O:17])[c:18]2[cH:19][cH:20][c:21]([F:28])[c:22]3[cH:23][cH:24][cH:25][cH:26][c:27]23)[CH2:7][c:8]2[cH:9][cH:10][cH:11][cH:12][c:13]2[CH2:14]1. Reactants: CCN=C=NCCCN(C)C, CCN(C(C)C)C(C)C, Fc1ccc(Cl)c(OC2CCNCC2)c1, Cl, Cl, CN(C)C=O, O, On1nnc2ccccc21, O=C(O)CNC(=O)c1ccc(-c2ccccc2)cn1. The product is O=C(NCC(=O)N1CCC(Oc2cc(F)ccc2Cl)CC1)c1ccc(-c2ccccc2)cn1. Reaction SMILES: [CH3:39][CH2:40][N:41]=[C:42]=[N:43][CH2:44][CH2:45][CH2:46][N:47]([CH3:48])[CH3:49].[CH:20]([N:21]([CH2:22][CH3:23])[CH:24]([CH3:25])[CH3:26])([CH3:27])[CH3:28].[Cl:52][c:53]1[c:54]([O:55][CH:56]2[CH2:57][CH2:58][NH:59][CH2:60][CH2:61]2)[cH:62][c:63]([F:66])[cH:64][cH:65]1.[ClH:50].[ClH:51].[O:67]=[CH:68][N:69]([CH3:70])[CH3:71].[OH2:72].[OH:29][n:30]1[c:31]2[c:32]([cH:33][cH:34][cH:35][cH:36]2)[n:37][n:38]1.[c:1]1(-[c:7]2[cH:8][cH:9][c:10]([C:13](=[O:14])[NH:15][CH2:16][C:17](=[O:18])[OH:19])[n:11][cH:12]2)[cH:2][cH:3][cH:4][cH:5][cH:6]1>>[c:1]1(-[c:7]2[cH:8][cH:9][c:10]([C:13](=[O:14])[NH:15][CH2:16][C:17](=[O:19])[N:59]3[CH2:58][CH2:57][CH:56]([O:55][c:54]4[c:53]([Cl:52])[cH:65][cH:64][c:63]([F:66])[cH:62]4)[CH2:61][CH2:60]3)[n:11][cH:12]2)[cH:2][cH:3][cH:4][cH:5][cH:6]1. The reactants are CC(CC(C)(C)C)(C)C1=CC=C(OC[C@@H]2CN=C(O2)N)C=C1 ((S)-5-(4-(1,1,3,3-tetramethyl-butyl) -phenoxymethyl)-4,5-dihydro-oxazol-2-ylamine), C(C)OC(C#CCF)=O (4-fluoro-but-2-ynoic acid ethyl ester). Run in C(Cl)(Cl)Cl (CHCl3). Product: FCC1=CC(N=C2N1C[C@H](O2)COC2=CC=C(C=C2)C(CC(C)(C)C)(C)C)=O ((S)-5-Fluoromethyl-2-[4-(1,1,3,3-tetramethyl-butyl)-phenoxymethyl]-2,3-dihydro-oxazolo[3,2-a]pyrimidin-7-one). As a reaction SMILES: [CH3:1][C:2]([C:9]1[CH:22]=[CH:21][C:12]([O:13][CH2:14][C@H:15]2[O:19][C:18]([NH2:20])=[N:17][CH2:16]2)=[CH:11][CH:10]=1)([CH3:8])[CH2:3][C:4]([CH3:7])([CH3:6])[CH3:5].C([O:25][C:26](=O)[C:27]#[C:28][CH2:29][F:30])C>C(Cl)(Cl)Cl>[F:30][CH2:29][C:28]1[N:17]2[CH2:16][C@@H:15]([CH2:14][O:13][C:12]3[CH:21]=[CH:22][C:9]([C:2]([CH3:1])([CH3:8])[CH2:3][C:4]([CH3:5])([CH3:6])[CH3:7])=[CH:10][CH:11]=3)[O:19][C:18]2=[N:20][C:26](=[O:25])[CH:27]=1. Procedure: The title compound was prepared from (S)-5-(4-(1,1,3,3-tetramethyl-butyl) -phenoxymethyl)-4,5-dihydro-oxazol-2-ylamine (see Example 27) and 4-fluoro-but-2-ynoic acid ethyl ester (see Example 105) employing the procedure described in Example 95. [α]D25 −28.00 (c 0.5, CHCl3).